This data is from the Open Reaction Database (ORD), a public repository of structured organic reaction records. The task is: describe an organic reaction: reactants, conditions, products, and yield Reactants: CC1C=C2C(=CN(C=C2O)C)O1 (2,6-dimethyl-4-hydroxy-furano[2,3-c]pyridine), Cl.OC1C2=C(CN(C1)C)OC=C2 (4-hydroxy-6-methyl-4,5,6,7-tetrahydro-furano[2,3-c]pyridine hydrochloride), Cl.OC1C2=C(CN(C1)C)OC=C2 (4-hydroxy-6-methyl-4,5,6,7-tetrahydro-furano[2,3-c]pyridine hydrochloride), C(C)C1C=C2C(=CN(C=C2O)C)O1 (2-ethyl-4-hydroxy-6-methyl-furano[2,3-c]pyridine). Product: OC1C2=C(CN(C1)C)OC=C2 (4-Hydroxy-6-methyl-4,5,6,7-tetrahydro-furano[2,3-c]pyridine). As a reaction SMILES: C[CH:2]1[O:12][C:5]2=[CH:6][N:7]([CH3:11])[CH:8]=[C:9]([OH:10])[C:4]2=[CH:3]1.Cl.OC1CN(C)CC2OC=CC1=2.C(C1OC2=CN(C)C=C(O)C2=C1)C>>[OH:10][CH:9]1[CH2:8][N:7]([CH3:11])[CH2:6][C:5]2[O:12][CH:2]=[CH:3][C:4]1=2 |f:1.2|. Procedure: The compounds 2,6-dimethyl-4-hydroxy-furano[2,3-c]pyridine (melting point of the hydrochloride: 189°-190° C.) and 2-ethyl-4-hydroxy-6-methyl-furano[2,3-c]pyridine (melting point of the hydrochloride: 176°-178° C.) were also obtained in this way. Starting materials: C(C)(C)(C)C1=CC(=C(C=N1)C=1N([C@]([C@](N1)(C)C1=CC=C(C=C1)Cl)(C)C1=CC=C(C=C1)Cl)C(=O)N1CCC(CC1)CC(=O)O)OCC ({1-[(4S,5R)-2-(6-tert-butyl-4-ethoxy-pyridin-3-yl)-4,5-bis-(4-chloro-phenyl)-4,5-dimethyl-4,5-dihydro-imidazole-1-carbonyl]-piperidin-4-yl}-acetic acid), CC1=CC=C(C=C1)[C@@H](C)N ((R)-(+)-1-(4-methylphenyl)ethylamine). Product: C(C)(C)(C)C1=CC(=C(C=N1)C=1N([C@]([C@](N1)(C)C1=CC=C(C=C1)Cl)(C)C1=CC=C(C=C1)Cl)C(=O)N1CCC(CC1)CC(=O)N[C@H](C)C1=CC=C(C=C1)C)OCC (2-{1-[(4S,5R)-2-(6-tert-Butyl-4-ethoxy-pyridin-3-yl)-4,5-bis-(4-chloro-phenyl)-4,5-dimethyl-4,5-dihydro-imidazole-1-carbonyl]-piperidin-4-yl}-N-((R)-1-p-tolyl-ethyl)-acetamide). Reaction SMILES: [C:1]([C:5]1[N:10]=[CH:9][C:8]([C:11]2[N:12]([C:32]([N:34]3[CH2:39][CH2:38][CH:37]([CH2:40][C:41]([OH:43])=O)[CH2:36][CH2:35]3)=[O:33])[C@@:13]([C:25]3[CH:30]=[CH:29][C:28]([Cl:31])=[CH:27][CH:26]=3)([CH3:24])[C@@:14]([C:17]3[CH:22]=[CH:21][C:20]([Cl:23])=[CH:19][CH:18]=3)([CH3:16])[N:15]=2)=[C:7]([O:44][CH2:45][CH3:46])[CH:6]=1)([CH3:4])([CH3:3])[CH3:2].[CH3:47][C:48]1[CH:53]=[CH:52][C:51]([C@H:54]([NH2:56])[CH3:55])=[CH:50][CH:49]=1>>[C:1]([C:5]1[N:10]=[CH:9][C:8]([C:11]2[N:12]([C:32]([N:34]3[CH2:35][CH2:36][CH:37]([CH2:40][C:41]([NH:56][C@@H:54]([C:51]4[CH:52]=[CH:53][C:48]([CH3:47])=[CH:49][CH:50]=4)[CH3:55])=[O:43])[CH2:38][CH2:39]3)=[O:33])[C@@:13]([C:25]3[CH:30]=[CH:29][C:28]([Cl:31])=[CH:27][CH:26]=3)([CH3:24])[C@@:14]([C:17]3[CH:18]=[CH:19][C:20]([Cl:23])=[CH:21][CH:22]=3)([CH3:16])[N:15]=2)=[C:7]([O:44][CH2:45][CH3:46])[CH:6]=1)([CH3:4])([CH3:3])[CH3:2]. Reported procedure: In a manner analogous to the method described in example 163, {1-[(4S,5R)-2-(6-tert-butyl-4-ethoxy-pyridin-3-yl)-4,5-bis-(4-chloro-phenyl)-4,5-dimethyl-4,5-dihydro-imidazole-1-carbonyl]-piperidin-4-yl}-acetic acid was reacted with (R)-(+)-1-(4-methylphenyl)ethylamine (Lancaster) to give the title product. LC-MS (ES+) 782 [(M+H)+]. Starting materials: O=C(OCc1ccccc1)N1CCC(NC2CCCCC2)C1, C1CCOC1, CC(=O)OCC(C)(C)C(=O)Cl, CN(C)c1ccncc1. The product is CC(=O)OCC(C)(C)C(=O)N(C1CCCCC1)C1CCN(C(=O)OCc2ccccc2)C1. As a reaction SMILES: [C:1](=[O:2])([O:3][CH2:4][c:5]1[cH:6][cH:7][cH:8][cH:9][cH:10]1)[N:11]1[CH2:12][CH:13]([NH:16][CH:17]2[CH2:18][CH2:19][CH2:20][CH2:21][CH2:22]2)[CH2:14][CH2:15]1.[CH2:43]1[O:44][CH2:45][CH2:46][CH2:47]1.[CH3:23][C:24]([C:25](=[O:26])[Cl:27])([CH2:28][O:29][C:30]([CH3:31])=[O:32])[CH3:33].[CH3:34][N:35]([c:36]1[cH:37][cH:38][n:39][cH:40][cH:41]1)[CH3:42]>>[C:1](=[O:2])([O:3][CH2:4][c:5]1[cH:6][cH:7][cH:8][cH:9][cH:10]1)[N:11]1[CH2:12][CH:13]([N:16]([CH:17]2[CH2:18][CH2:19][CH2:20][CH2:21][CH2:22]2)[C:25]([C:24]([CH3:23])([CH2:28][O:29][C:30]([CH3:31])=[O:32])[CH3:33])=[O:26])[CH2:14][CH2:15]1. The reactants are C#Cc1cccc(N)c1, CC(=O)Oc1cc2ncnc(Cl)c2cc1OC(C)=O. Product: Cl, C#Cc1cccc(Nc2ncnc3cc(OC(C)=O)c(OC(C)=O)cc23)c1. RXN SMILES: [C:20](#[CH:21])[c:22]1[cH:23][c:24]([NH2:25])[cH:26][cH:27][cH:28]1.[Cl:1][c:2]1[n:3][cH:4][n:5][c:6]2[cH:7][c:8]([O:16][C:17]([CH3:18])=[O:19])[c:9]([O:12][C:13]([CH3:14])=[O:15])[cH:10][c:11]12>>[ClH:1].[c:2]1([NH:25][c:24]2[cH:23][c:22]([C:20]#[CH:21])[cH:28][cH:27][cH:26]2)[n:3][cH:4][n:5][c:6]2[cH:7][c:8]([O:16][C:17]([CH3:18])=[O:19])[c:9]([O:12][C:13]([CH3:14])=[O:15])[cH:10][c:11]12. Reactants: NCC=1C=NC=CC1 (3-(aminomethyl)pyridine), FC(CN1N=NC(=C1)C=1SC(=C(N1)C)C(=O)O)(C1=CC=CC=C1)F (2-(1-(2,2-difluoro-2-phenylethyl)-1H-1,2,3-triazol-4-yl)-4-methylthiazole-5-carboxylic acid), Cl.CN(CCCN=C=NCC)C (1-(3-dimethylaminopropyl)-3-ethylcarbodiimide hydrochloride), C(C)(C)N(C(C)C)CC (N,N-diisopropylethylamine), ON1N=NC2=C1C=CC=C2 (1-hydroxy-benzotriazole). Solvent: CN(C=O)C (N,N-dimethylformamide), C(C)(=O)OCC (ethyl acetate). Reaction conditions: time 15 minute. Product: FC(CN1N=NC(=C1)C=1SC(=C(N1)C)C(=O)NCC=1C=NC=CC1)(C1=CC=CC=C1)F (2-(1-(2,2-difluoro-2-phenylethyl)-1H-1,2,3-triazol-4-yl)-4-methyl-N-(pyridin-3-ylmethyl)thiazole-5-carboxamide). Reaction SMILES: [F:1][C:2]([F:24])([C:18]1[CH:23]=[CH:22][CH:21]=[CH:20][CH:19]=1)[CH2:3][N:4]1[CH:8]=[C:7]([C:9]2[S:10][C:11]([C:15](O)=[O:16])=[C:12]([CH3:14])[N:13]=2)[N:6]=[N:5]1.Cl.CN(C)CCCN=C=NCC.C(N(CC)C(C)C)(C)C.ON1C2C=CC=CC=2N=N1.[NH2:56][CH2:57][C:58]1[CH:59]=[N:60][CH:61]=[CH:62][CH:63]=1>CN(C)C=O.C(OCC)(=O)C>[F:1][C:2]([F:24])([C:18]1[CH:23]=[CH:22][CH:21]=[CH:20][CH:19]=1)[CH2:3][N:4]1[CH:8]=[C:7]([C:9]2[S:10][C:11]([C:15]([NH:56][CH2:57][C:58]3[CH:59]=[N:60][CH:61]=[CH:62][CH:63]=3)=[O:16])=[C:12]([CH3:14])[N:13]=2)[N:6]=[N:5]1 |f:1.2|. Procedure details: To a solution of 2-(1-(2,2-difluoro-2-phenylethyl)-1H-1,2,3-triazol-4-yl)-4-methylthiazole-5-carboxylic acid (0.10 g, 0.28 mmol), 1-(3-dimethylaminopropyl)-3-ethylcarbodiimide hydrochloride (0.07 g, 0.34 mmol) and N,N-diisopropylethylamine (0.09 mL, 0.51 mmol) in N,N-dimethylformamide (2 mL) was added 1-hydroxy-benzotriazole (0.10 g, 0.74 mmol). The resulting mixture was stirred at ambient temperature for 15 minutes and 3-(aminomethyl)pyridine (0.04 mL, 0.04 mmol) was added. The reaction mixture... The reactants are CCOC(=O)CCc1nnc(-c2ccc3[nH]nc(-c4ccc(F)cc4)c3c2)[nH]1, [Li+], C1CCOC1, [OH-], O. Yields the product O=C(O)CCc1nnc(-c2ccc3[nH]nc(-c4ccc(F)cc4)c3c2)[nH]1. Reaction SMILES: [F:1][c:2]1[cH:3][cH:4][c:5](-[c:8]2[n:9][nH:10][c:11]3[cH:12][cH:13][c:14](-[c:17]4[nH:18][c:19]([CH2:22][CH2:23][C:24](=[O:25])[O:26][CH2:27][CH3:28])[n:20][n:21]4)[cH:15][c:16]23)[cH:6][cH:7]1.[Li+:31].[O:32]1[CH2:33][CH2:34][CH2:35][CH2:36]1.[OH-:30].[OH2:29]>>[F:1][c:2]1[cH:3][cH:4][c:5](-[c:8]2[n:9][nH:10][c:11]3[cH:12][cH:13][c:14](-[c:17]4[nH:18][c:19]([CH2:22][CH2:23][C:24](=[O:25])[OH:26])[n:20][n:21]4)[cH:15][c:16]23)[cH:6][cH:7]1. Starting materials: [N-]=[N+]=C1c2ccccc2-c2ccc(Cl)cc21, N, O=S=O, C1CCOC1. The product is NS(=O)(=O)C1c2ccccc2-c2ccc(Cl)cc21. Reaction SMILES: [Cl:1][c:2]1[cH:3][c:4]2[c:12]([cH:13][cH:14]1)-[c:11]1[c:6]([cH:7][cH:8][cH:9][cH:10]1)[C:5]2=[N+:15]=[N-:16].[NH3:17].[O:18]=[S:19]=[O:20].[O:21]1[CH2:22][CH2:23][CH2:24][CH2:25]1>>[Cl:1][c:2]1[cH:3][c:4]2[c:12]([cH:13][cH:14]1)-[c:11]1[c:6]([cH:7][cH:8][cH:9][cH:10]1)[CH:5]2[S:19]([NH2:17])(=[O:18])=[O:20].